From a dataset of the Open Reaction Database (ORD), a public repository of structured organic reaction records. describe an organic reaction: reactants, conditions, products, and yield The reactants are ClC1=C(C=CC=C1)N1NC=2[C@@]3(CC[C@H](C2C1=O)C3(C)C)C ((4S,7R)-2-(2-chloro-phenyl)-7,8,8-trimethyl-1,2,4,5,6,7-hexahydro-4,7-methano-indazol-3-one), ClC1=C(C=CC=C1)N1NC=2[C@@]3(CC[C@H](C2C1=O)C3(C)C)C ((4S,7R)-2-(2-chloro-phenyl)-7,8,8-trimethyl-1,2,4,5,6,7-hexahydro-4,7-methano-indazol-3-one), CI (methyl iodide). The solvent is CN(C=O)C (N,N-dimethylformamide), O (water), C([O-])(O)=O.[Na+] (sodium bicarbonate). Conditions: temperature 80 celsius. The product is ClC1=C(C=CC=C1)N1N(C=2[C@@]3(CC[C@H](C2C1=O)C3(C)C)C)C ((4S,7R)-2-(2-chloro-phenyl)-1,7,8,8-tetramethyl-1,2,4,5,6,7-hexahydro-4,7-methano-indazol-3-one). Yield: 4.4%. As a reaction SMILES: [Cl:1][C:2]1[CH:7]=[CH:6][CH:5]=[CH:4][C:3]=1[N:8]1[C:16](=[O:17])[C:15]2[C@@H:14]3[C:18]([CH3:20])([CH3:19])[C@@:11]([CH3:21])([CH2:12][CH2:13]3)[C:10]=2[NH:9]1.[CH3:22]I>CN(C)C=O.O.C(=O)(O)[O-].[Na+]>[Cl:1][C:2]1[CH:7]=[CH:6][CH:5]=[CH:4][C:3]=1[N:8]1[C:16](=[O:17])[C:15]2[C@@H:14]3[C:18]([CH3:20])([CH3:19])[C@@:11]([CH3:21])([CH2:12][CH2:13]3)[C:10]=2[N:9]1[CH3:22] |f:4.5|. Procedure details: A mixture of (4S,7R)-2-(2-chloro-phenyl)-7,8,8-trimethyl-1,2,4,5,6,7-hexahydro-4,7-methano-indazol-3-one (Intermediate 10; 5.11 g, 16.9 mmol) and methyl iodide (1.05 mL, 16.9 mmol) in N,N-dimethylformamide (20 mL) was heated to 80° C. for 2 h. The reaction mixture was diluted with water (50 mL) and saturated sodium bicarbonate (150 mL) and extracted with ethyl acetate (2×200 mL). The organic extracts were combined, washed with brine, dried (sodium sulfate), filtered, evaporated, and purified usi... The reactants are COc1ccccc1N=C=O, ClC(Cl)Cl, Cc1sc2c(c1C)C(c1ccc(Cl)cc1)=NC(N)c1nnc(C)n1-2. Yields the product COc1ccccc1NC(=O)NC1N=C(c2ccc(Cl)cc2)c2c(sc(C)c2C)-n2c(C)nnc21. RXN SMILES: [CH3:25][O:26][c:27]1[c:28]([N:33]=[C:34]=[O:35])[cH:29][cH:30][cH:31][cH:32]1.[CH:36]([Cl:37])([Cl:38])[Cl:39].[NH2:1][CH:2]1[c:3]2[n:4]([c:21]([CH3:24])[n:22][n:23]2)-[c:5]2[c:6]([c:16]([CH3:20])[c:17]([CH3:19])[s:18]2)[C:7]([c:9]2[cH:10][cH:11][c:12]([Cl:15])[cH:13][cH:14]2)=[N:8]1>>[NH:1]([CH:2]1[c:3]2[n:4]([c:21]([CH3:24])[n:22][n:23]2)-[c:5]2[c:6]([c:16]([CH3:20])[c:17]([CH3:19])[s:18]2)[C:7]([c:9]2[cH:10][cH:11][c:12]([Cl:15])[cH:13][cH:14]2)=[N:8]1)[C:34]([NH:33][c:28]1[c:27]([O:26][CH3:25])[cH:32][cH:31][cH:30][cH:29]1)=[O:35]. The reactants are C(C)(C)(C)OC(=O)NC[C@H]1N2C(N([C@H](CC1)C2)OCC2=CC=CC=C2)=O ((2S, 5R)-2-(tert-butoxycarbonylaminomethyl)-6-benzyloxy-7-oxo-1, 6-diaza-bicyclo[3.2.1] octane), [H][H] (hydrogen), [H][H] (hydrogen). Reagents/catalysts: [Pd] (Palladium on carbon). The solvent is CO (methanol). Yields the product C(C)(C)(C)OC(=O)NC[C@H]1N2C(N([C@H](CC1)C2)O)=O ((2S, 5R)-2-(tert-butoxycarbonylaminomethy)-6-hydroxy-7-oxo-1,6-diaza-bicyclo[3.2.1] octane). RXN SMILES: [C:1]([O:5][C:6]([NH:8][CH2:9][C@@H:10]1[CH2:16][CH2:15][C@@H:14]2[CH2:17][N:11]1[C:12](=[O:26])[N:13]2[O:18]CC1C=CC=CC=1)=[O:7])([CH3:4])([CH3:3])[CH3:2].[H][H]>[Pd].CO>[C:1]([O:5][C:6]([NH:8][CH2:9][C@@H:10]1[CH2:16][CH2:15][C@@H:14]2[CH2:17][N:11]1[C:12](=[O:26])[N:13]2[OH:18])=[O:7])([CH3:4])([CH3:2])[CH3:3]. Procedure: The compound (V) was reacted with triphenylphosphine (PPh3) in a suitable solvent such as tetrahydrofuran followed by addition of a catalytic amount of water to provide corresponding amine. This amino compound was further treated in situ with di-tert-butyl dicarbonate ((Boc)2O) in presence of a suitable base such as triethylamine to provide an amino protected compound, (2S, 5R)-2-(tert-butoxycarbonylaminomethyl)-6-benzyloxy-7-oxo-1, 6-diaza-bicyclo[3.2.1] octane (VI). The intermediate compound o... The reactants are ClC1=NC(=NC(=N1)OC)OC (2-chloro-4,6-dimethoxy-1,3,5-triazine), Cl (HCl), ClC=1C=CC=C2COC(=O)C12 (7-chlorophthalide). Run in C1CCOC1 (THF), O (water), C1CCOC1 (THF), C1CCOC1 (THF). Run at temperature -70 celsius, time 15 minute. Yields the product ClC=1C=CC=C2C(OC(=O)C12)(C1=NC(=NC(=N1)OC)OC)C1=NC(=NC(=N1)OC)OC (7-chloro-3,3-bis(4,6-dimethoxy-1,3,5-triazin-2-yl)phthalide). RXN SMILES: [Cl:1][C:2]1[CH:3]=[CH:4][CH:5]=[C:6]2[C:11]=1[C:9](=[O:10])[O:8][CH2:7]2.Cl[C:13]1[N:18]=[C:17]([O:19][CH3:20])[N:16]=[C:15]([O:21][CH3:22])[N:14]=1.Cl>C1COCC1.O>[Cl:1][C:2]1[CH:3]=[CH:4][CH:5]=[C:6]2[C:11]=1[C:9](=[O:10])[O:8][C:7]2([C:13]1[N:18]=[C:17]([O:19][CH3:20])[N:16]=[C:15]([O:21][CH3:22])[N:14]=1)[C:13]1[N:18]=[C:17]([O:19][CH3:20])[N:16]=[C:15]([O:21][CH3:22])[N:14]=1. Procedure details: 1.48 g of 7-chlorophthalide are dissolved in 80 ml of THF. The solution is cooled to -70° C. and 1.5M IDA in THF (6 ml) is syringed in at -70° C. over 3 min. Stirring is continued for 15 min at -70°, 1.54 g of 2-chloro-4,6-dimethoxy-1,3,5-triazine in 50 ml of THF added dropwise and the mixture is then allowed to warm to -20°. The mixture is again cooled to -70°, and 1 ml of conc. HCl in 10 ml of water is added. The mixture is stirred for 25 min and allowed to warm to RT and the THF is removed by... Starting materials: COC(=O)c1nc(N2CCc3cccc(C(=O)C=C4Sc5ccccc5N4COCC[Si](C)(C)C)c3C2)sc1CN1CCC1c1ccccc1, N#Cc1cscc1-c1ccc(OCCCc2sc(N3CCc4cccc(C(=O)Nc5nc6ccccc6s5)c4C3)nc2C(=O)O)cc1. Product: O=C(Nc1nc2ccccc2s1)c1cccc2c1CN(c1nc(C(=O)O)c(CN3CCC3c3ccccc3)s1)CC2. As a reaction SMILES: [c:48]1([CH:54]2[N:55]([CH2:58][c:59]3[s:60][c:61]([N:62]4[CH2:63][CH2:64][c:65]5[c:66]([c:67]([C:68](=[O:69])[CH:70]=[C:71]6[S:72][c:73]7[cH:74][cH:75][cH:76][cH:77][c:78]7[N:79]6[CH2:80][O:81][CH2:82][CH2:83][Si:84]([CH3:85])([CH3:86])[CH3:87])[cH:88][cH:89][cH:90]5)[CH2:91]4)[n:92][c:93]3[C:94]([O:95][CH3:96])=[O:97])[CH2:56][CH2:57]2)[cH:49][cH:50][cH:51][cH:52][cH:53]1.[s:1]1[c:2]([NH:10][C:11](=[O:12])[c:13]2[cH:14][cH:15][cH:16][c:17]3[c:22]2[CH2:21][N:20]([c:23]2[s:24][c:25]([CH2:31][CH2:32][CH2:33][O:34][c:35]4[cH:36][cH:37][c:38](-[c:39]5[c:40]([C:41]#[N:42])[cH:43][s:44][cH:45]5)[cH:46][cH:47]4)[c:26]([C:28](=[O:29])[OH:30])[n:27]2)[CH2:19][CH2:18]3)[n:3][c:4]2[c:5]1[cH:6][cH:7][cH:8][cH:9]2>>[s:1]1[c:2]([NH:10][C:11](=[O:12])[c:13]2[cH:14][cH:15][cH:16][c:17]3[c:22]2[CH2:21][N:20]([c:23]2[s:24][c:25]([CH2:31][N:55]4[CH:54]([c:48]5[cH:49][cH:50][cH:51][cH:52][cH:53]5)[CH2:57][CH2:56]4)[c:26]([C:28](=[O:29])[OH:30])[n:27]2)[CH2:19][CH2:18]3)[n:3][c:4]2[c:5]1[cH:6][cH:7][cH:8][cH:9]2.